This data is from the Open Reaction Database (ORD), a public repository of structured organic reaction records. The task is: describe an organic reaction: reactants, conditions, products, and yield Starting materials: C(CCCCCCCCCCCCCCCCC)N (Octadecylamine), C1(OC(C2CC=CCC12)=O)=O (4,7,3a,7a-tetrahydroisobenzofuran-1,3-dione). Reaction conditions: temperature 110 celsius, time 2 hour. Yields the product C(CCCCCCCCCCCCCCCCC)N1C(C2CC=CCC2C1=O)=O (2-Octadecyl-4,7,3a,7a-tetrahydroisoindole-1,3-dione). The yield is 98.7%. Reaction SMILES: [CH2:1]([NH2:19])[CH2:2][CH2:3][CH2:4][CH2:5][CH2:6][CH2:7][CH2:8][CH2:9][CH2:10][CH2:11][CH2:12][CH2:13][CH2:14][CH2:15][CH2:16][CH2:17][CH3:18].[C:20]1(=O)[CH:28]2[CH:23]([CH2:24][CH:25]=[CH:26][CH2:27]2)[C:22](=[O:29])[O:21]1>>[CH2:1]([N:19]1[C:20](=[O:21])[CH:28]2[CH:23]([CH2:24][CH:25]=[CH:26][CH2:27]2)[C:22]1=[O:29])[CH2:2][CH2:3][CH2:4][CH2:5][CH2:6][CH2:7][CH2:8][CH2:9][CH2:10][CH2:11][CH2:12][CH2:13][CH2:14][CH2:15][CH2:16][CH2:17][CH3:18]. Procedure details: Octadecylamine (5.31 g) was added to 4,7,3a,7a-tetrahydroisobenzofuran-1,3-dione (3.00 g). After being stirred for 2 hours at 110° C., the reaction mixture was purified by silica gel column chromatography (silica gel 80 g, chloroform), thereby yielding the entitled compound (7.85 g) as yellow crystals.